The task is: describe an organic reaction: reactants, conditions, products, and yield. This data is from the Open Reaction Database (ORD), a public repository of structured organic reaction records. Reactants: C1=CC(=CC=C1N)NC2=CC=C(C=C2)N (4,4′-diaminodiphenylamine), C(N)(=O)C1=CC=C(C(=O)O)C=C1 (4-carbamoylbenzoic acid). Product: N(C1=CC=C(C=C1)NC(C1=CC=C(C(=O)N)C=C1)=O)C1=CC=C(C=C1)NC(C1=CC=C(C(=O)N)C=C1)=O (N1,N1′-(Azanediylbis(4,1-phenylene))diterephthalamide). As a reaction SMILES: [CH:1]1[C:6]([NH2:7])=[CH:5][CH:4]=[C:3]([NH:8][C:9]2[CH:14]=[CH:13][C:12]([NH2:15])=[CH:11][CH:10]=2)[CH:2]=1.[C:16]([C:19]1[CH:27]=[CH:26][C:22]([C:23](O)=[O:24])=[CH:21][CH:20]=1)(=[O:18])[NH2:17]>>[NH:8]([C:3]1[CH:2]=[CH:1][C:6]([NH:7][C:23](=[O:24])[C:22]2[CH:26]=[CH:27][C:19]([C:16]([NH2:17])=[O:18])=[CH:20][CH:21]=2)=[CH:5][CH:4]=1)[C:9]1[CH:14]=[CH:13][C:12]([NH:15][C:23](=[O:24])[C:22]2[CH:26]=[CH:27][C:19]([C:16]([NH2:17])=[O:18])=[CH:20][CH:21]=2)=[CH:11][CH:10]=1. Reported procedure: Compound 754 was prepared according to the procedure described in Scheme IV from 4,4′-diaminodiphenylamine and 4-carbamoylbenzoic acid. [M+H]+ calcd for C28H23N5O4: 494.18; found 494.00. The reactants are OC1=NC=CC=C1C(F)(F)F (2-hydroxy-3-(trifluoromethyl)pyridine), C(C1=CC=CC=C1)NC(=O)C1=C(N=C(S1)Br)C (N-benzyl-2-bromo-4-methylthiazole-5-carboxamide). Yields the product C(C1=CC=CC=C1)NC(=O)C1=C(N=C(S1)N1C(C(=CC=C1)C(F)(F)F)=O)C (N-Benzyl-4-methyl-2-(2-oxo-3-(trifluoromethyl)pyridin-1(2H)-yl)thiazole-5-carboxamide). Isolated yield 37.0%. RXN SMILES: [OH:1][C:2]1[C:7]([C:8]([F:11])([F:10])[F:9])=[CH:6][CH:5]=[CH:4][N:3]=1.[CH2:12]([NH:19][C:20]([C:22]1[S:26][C:25](Br)=[N:24][C:23]=1[CH3:28])=[O:21])[C:13]1[CH:18]=[CH:17][CH:16]=[CH:15][CH:14]=1>>[CH2:12]([NH:19][C:20]([C:22]1[S:26][C:25]([N:3]2[CH:4]=[CH:5][CH:6]=[C:7]([C:8]([F:9])([F:11])[F:10])[C:2]2=[O:1])=[N:24][C:23]=1[CH3:28])=[O:21])[C:13]1[CH:14]=[CH:15][CH:16]=[CH:17][CH:18]=1. Reported procedure: Following the procedure as described in Example 3, making variations only as required to use 2-hydroxy-3-(trifluoromethyl)pyridine in place of 4-aminopyridin-2(1H)-one to react with N-benzyl-2-bromo-4-methylthiazole-5-carboxamide, the title compound was obtained as a white solid in 37% yield: mp 203-204° C.; 1H NMR (300 MHz, CDCl3) δ 9.01 (d, J=7.2 Hz, 1H), 7.87 (d, J=7.2 Hz, 1H), 7.36-7.23 (m, 5H), 6.53 (t, J=7.2 Hz, 1H), 6.10 (s, 1H), 4.57 (d, J=5.4 Hz, 2H), 2.69 (s, 3H); 13C NMR (75 MHz, CDCl... Reaction SMILES: [C:1]([N:4]1[CH2:9][CH2:8][CH:7]([C:10]2[C:18]3[C:13](=[CH:14][CH:15]=[CH:16][CH:17]=3)[NH:12][CH:11]=2)[CH2:6][CH2:5]1)(=[O:3])[CH3:2].C([BH3-])#N.[Na+]>C(O)(=O)C.O>[C:1]([N:4]1[CH2:9][CH2:8][CH:7]([CH:10]2[C:18]3[C:13](=[CH:14][CH:15]=[CH:16][CH:17]=3)[NH:12][CH2:11]2)[CH2:6][CH2:5]1)(=[O:3])[CH3:2] |f:1.2|. Yields the product C(C)(=O)N1CCC(CC1)C1CNC2=CC=CC=C12 (3-(1-acetyl-4-piperidyl)indoline). Starting materials: C(C)(=O)N1CCC(CC1)C1=CNC2=CC=CC=C12 (3-(1-acetyl-4-piperidyl)indole), C(#N)[BH3-].[Na+] (sodium cyanoborohydride), C(#N)[BH3-].[Na+] (sodium cyanoborohydride). Yield: 84.6%. Conditions: time 8 hour. Reported procedure: To a solution of 3-(1-acetyl-4-piperidyl)indole (48.2 g) in acetic acid (1 l) was added sodium cyanoborohydride (95 g) at 15° to 20° C. slowly over a period of 1.5 hours with stirring. The mixture was further stirred at ambient temperature for 3 hours, after which a further amount (10 g) of sodium cyanoborohydride was added. The mixture was stirred for 1 hour and the reaction mixture was diluted with water (500 ml), concentrated under reduced pressure, and allowed to stand overnight. To this rea... Solvent: O (water), C(C)(=O)O (acetic acid). Product: C(C)(C)(C)C1=C(C=C(C=C1)C(C)=O)O (1-(4-tert-butyl-3-hydroxy-phenyl)-ethanone). Solvent: O (Water), CO (methanol), C(Cl)Cl (methylene chloride). Conditions: temperature 0 celsius. Procedure details: To a solution of aluminum chloride (162.3 g, 1.22 mol) in methylene chloride (600 mL) at −75° C. was added acetyl chloride (95.7 g, 1.22 mol) while stirring under an atmosphere of argon. 2-tert-Butyl-phenol (167 g, 1.11 mol) was added dropwise over 1 hr. The resulting mixture was allowed to warm to 0° C. for 10 min. The resulting mixture was then quenched with ice and extracted with EtOAc (1.5 L). The organic layer was separated and dried with brine. The organic layer was evaporated in vacuo to ... As a reaction SMILES: [Cl-].[Al+3].[Cl-].[Cl-].[C:5](Cl)(=[O:7])[CH3:6].[C:9]([C:13]1[CH:18]=[CH:17][CH:16]=[CH:15][C:14]=1[OH:19])([CH3:12])([CH3:11])[CH3:10].C(=O)([O-])[O-].[K+].[K+].Cl>C(Cl)Cl.CO.O>[C:9]([C:13]1[CH:18]=[CH:17][C:16]([C:5](=[O:7])[CH3:6])=[CH:15][C:14]=1[OH:19])([CH3:12])([CH3:10])[CH3:11] |f:0.1.2.3,6.7.8|. The reactants are C([O-])([O-])=O.[K+].[K+] (potassium carbonate), Cl (hydrochloric acid), [Cl-].[Al+3].[Cl-].[Cl-] (aluminum chloride), C(C)(=O)Cl (acetyl chloride), C(C)(C)(C)C1=C(C=CC=C1)O (2-tert-Butyl-phenol). The reactants are FC(C(=O)[O-])(F)F (trifluoroacetate), C(C)N(C(NC=1C(=NN(C1)C1OCCCC1)C=1NC2=C(N1)C=C(C(=C2)N(C(=O)N(CC)CC)CCN(C)C)F)=O)CC (1-{2-[4-(3,3-diethylureido)-1-(tetrahydropyran-2-yl)-1H-pyrazol-3-yl]-6-fluoro-3H-benzimidazol-5-yl}-1-(2-dimethylaminoethyl)-3,3-diethylurea). The product is C(C)N(C(NC=1C(=NNC1)C=1NC2=C(N1)C=C(C(=C2)N(C(=O)N(CC)CC)CCN(C)C)F)=O)CC (1-{2-[4-(3,3-diethylureido)-1H-pyrazol-3-yl]-6-fluoro-3H-benzimidazol-5-yl}-1-(2-dimethylaminoethyl)-3,3-diethylurea). Yield: 63.1%. RXN SMILES: [CH2:1]([N:3]([CH2:41][CH3:42])[C:4](=[O:40])[NH:5][C:6]1[C:7]([C:17]2[NH:18][C:19]3[CH:25]=[C:24]([N:26]([CH2:34][CH2:35][N:36]([CH3:38])[CH3:37])[C:27]([N:29]([CH2:32][CH3:33])[CH2:30][CH3:31])=[O:28])[C:23]([F:39])=[CH:22][C:20]=3[N:21]=2)=[N:8][N:9](C2CCCCO2)[CH:10]=1)[CH3:2].FC(F)(F)C([O-])=O>>[CH2:41]([N:3]([CH2:1][CH3:2])[C:4](=[O:40])[NH:5][C:6]1[C:7]([C:17]2[NH:18][C:19]3[CH:25]=[C:24]([N:26]([CH2:34][CH2:35][N:36]([CH3:38])[CH3:37])[C:27]([N:29]([CH2:30][CH3:31])[CH2:32][CH3:33])=[O:28])[C:23]([F:39])=[CH:22][C:20]=3[N:21]=2)=[N:8][NH:9][CH:10]=1)[CH3:42]. Reported procedure: In the same manner as for step V1 of example 15 (see below), 100 mg of 1-{2-[4-(3,3-diethylureido)-1-(tetrahydropyran-2-yl)-1H-pyrazol-3-yl]-6-fluoro-3H-benzimidazol-5-yl}-1-(2-dimethylaminoethyl)-3,3-diethylurea (stage 5, example 15) are deprotected, and 54 mg of 1-{2-[4-(3,3-diethylureido)-1H-pyrazol-3-yl]-6-fluoro-3H-benzimidazol-5-yl}-1-(2-dimethylaminoethyl)-3,3-diethylurea are isolated in the form of a trifluoroacetate salt. 1H NMR (300 MHz, DMSO-d6, δ in ppm), for this batch, we observe a... Reactants: CC(=O)O, CCCC[N+](CCCC)(CCCC)CCCC, CO, [F-], C1CCOC1, CC(C)(C)[Si](C)(C)Oc1cccc(C2(C3CNCCN3CCO)C(=O)NC(=O)NC2=O)c1. The product is O=C1NC(=O)C(c2cccc(O)c2)(C2CNCCN2CCO)C(=O)N1. Reaction SMILES: [CH3:33][C:34](=[O:35])[OH:36].[CH3:38][CH2:39][CH2:40][CH2:41][N+:42]([CH2:43][CH2:44][CH2:45][CH3:46])([CH2:47][CH2:48][CH2:49][CH3:50])[CH2:51][CH2:52][CH2:53][CH3:54].[CH3:55][OH:56].[F-:37].[O:57]1[CH2:58][CH2:59][CH2:60][CH2:61]1.[OH:1][CH2:2][CH2:3][N:4]1[CH:5]([C:10]2([c:19]3[cH:20][c:21]([O:25][Si:26]([C:27]([CH3:28])([CH3:29])[CH3:30])([CH3:31])[CH3:32])[cH:22][cH:23][cH:24]3)[C:11](=[O:18])[NH:12][C:13](=[O:17])[NH:14][C:15]2=[O:16])[CH2:6][NH:7][CH2:8][CH2:9]1>>[OH:1][CH2:2][CH2:3][N:4]1[CH:5]([C:10]2([c:19]3[cH:20][c:21]([OH:25])[cH:22][cH:23][cH:24]3)[C:11](=[O:18])[NH:12][C:13](=[O:17])[NH:14][C:15]2=[O:16])[CH2:6][NH:7][CH2:8][CH2:9]1. The reactants are [BH3-]C#N.[Na+] (NaCNBH3), C1(CC1)[C@H]1[C@@H](CNCC1)NP(OCC)(OCC)=O (diethyl trans-4-cyclopropylpiperidin-3-ylphosphoramidate), C(C1=CC=CC=C1)=O (benzaldehyde), C(C)(=O)O (acetic acid). Solvent: CO (methanol). Run at temperature 0 celsius, time 30 minute. The product is C(C1=CC=CC=C1)N1C[C@H]([C@@H](CC1)C1CC1)NP(OCC)(OCC)=O (diethyl trans-1-benzyl-4-cyclopropylpiperidin-3-ylphosphoramidate). Isolated yield 99.7%. As a reaction SMILES: [CH:1]1([C@@H:4]2[CH2:9][CH2:8][NH:7][CH2:6][C@H:5]2[NH:10][P:11](=[O:18])([O:15][CH2:16][CH3:17])[O:12][CH2:13][CH3:14])[CH2:3][CH2:2]1.[CH:19](=O)[C:20]1[CH:25]=[CH:24][CH:23]=[CH:22][CH:21]=1.C(O)(=O)C.[BH3-]C#N.[Na+]>CO>[CH2:19]([N:7]1[CH2:8][CH2:9][C@@H:4]([CH:1]2[CH2:2][CH2:3]2)[C@H:5]([NH:10][P:11](=[O:18])([O:12][CH2:13][CH3:14])[O:15][CH2:16][CH3:17])[CH2:6]1)[C:20]1[CH:25]=[CH:24][CH:23]=[CH:22][CH:21]=1 |f:3.4|. Procedure details: A mixture of diethyl trans-4-cyclopropylpiperidin-3-ylphosphoramidate (1.24 g, 4.49 mmol), benzaldehyde (0.68 mL, 6.73 mmol) and acetic acid (0.51 mL, 8.98 mmol) in methanol (20 mL) was stirred at 0° C. for 30 minutes. NaCNBH3 (0.42 g, 6.73 mmol) was added at 0° C. The resulting solution was warmed to room temperature and stirred at room temperature for 1 hour. The solvent was removed in vacuo, and saturated sodium bicarbonate (20 mL) and ethyl acetate (30 mL) were added. The organic layer was s...